From a dataset of the Open Reaction Database (ORD), a public repository of structured organic reaction records. describe an organic reaction: reactants, conditions, products, and yield The reactants are CC1(OB(OC1(C)C)C1=CCN(CC1)C(=O)OC(C)(C)C)C (tert-butyl 4-(4,4,5,5-tetramethyl-1,3,2-dioxaborolan-2-yl)-5,6-dihydropyridine-1(2H)-carboxylate), BrC1=C(C(=C(C=C1)F)F)C(F)(F)F (1-bromo-3,4-difluoro-2-(trifluoromethyl)benzene), C(=O)([O-])[O-].[Na+].[Na+] (Na2CO3). The reagents and catalysts are C=1C=CC(=CC1)[P](C=2C=CC=CC2)(C=3C=CC=CC3)[Pd]([P](C=4C=CC=CC4)(C=5C=CC=CC5)C=6C=CC=CC6)([P](C=7C=CC=CC7)(C=8C=CC=CC8)C=9C=CC=CC9)[P](C=1C=CC=CC1)(C=1C=CC=CC1)C=1C=CC=CC1 (Pd(PPh3)4). Run in COCCOC (DME), [Li+].[Cl-] (LiCl). Reaction conditions: temperature 80 celsius. Yields the product FC=1C(=C(C=CC1F)C1=CCN(CC1)C(=O)OC(C)(C)C)C(F)(F)F (tert-butyl 4-(3,4-difluoro-2-(trifluoromethyl)phenyl)-5,6-dihydropyridine-1(2H)-carboxylate). The yield is 87.8%. Reaction SMILES: CC1(C)C(C)(C)OB([C:9]2[CH2:14][CH2:13][N:12]([C:15]([O:17][C:18]([CH3:21])([CH3:20])[CH3:19])=[O:16])[CH2:11][CH:10]=2)O1.Br[C:24]1[CH:29]=[CH:28][C:27]([F:30])=[C:26]([F:31])[C:25]=1[C:32]([F:35])([F:34])[F:33].C([O-])([O-])=O.[Na+].[Na+]>COCCOC.[Li+].[Cl-].C1C=CC([P]([Pd]([P](C2C=CC=CC=2)(C2C=CC=CC=2)C2C=CC=CC=2)([P](C2C=CC=CC=2)(C2C=CC=CC=2)C2C=CC=CC=2)[P](C2C=CC=CC=2)(C2C=CC=CC=2)C2C=CC=CC=2)(C2C=CC=CC=2)C2C=CC=CC=2)=CC=1>[F:31][C:26]1[C:25]([C:32]([F:35])([F:33])[F:34])=[C:24]([C:9]2[CH2:14][CH2:13][N:12]([C:15]([O:17][C:18]([CH3:19])([CH3:20])[CH3:21])=[O:16])[CH2:11][CH:10]=2)[CH:29]=[CH:28][C:27]=1[F:30] |f:2.3.4,6.7,^1:53,55,74,93|. Procedure details: A mixture of tert-butyl 4-(4,4,5,5-tetramethyl-1,3,2-dioxaborolan-2-yl)-5,6-dihydropyridine-1(2H)-carboxylate (6, 57.4 g, 185 mmol), 3 1-bromo-3,4-difluoro-2-(trifluoromethyl)benzene (48.5 g, 185 mmol), Pd(PPh3)4 (21.5 g, 18.5 mmol), and 2 M Na2CO3 (150 mL) in DME (500 mL) was heated to 80° C. for 16 h. The mixture cooled to ambient temperature and was diluted with 5% aqueous LiCl solution (100 mL). The mixture was extracted with EtOAc (3×200 mL), and the combined organic extracts were washed wi... Starting materials: [Li+].CC(C)[N-]C(C)C (LDA), O (Water), BrC=1C=NC(=NC1)CC(=O)OCC (Ethyl 2-(5-bromopyrimidin-2-yl)acetate), IC (Iodomethane). The solvent is C1CCOC1.CCCCCCC.C(C)C1=CC=CC=C1 (THF heptane ethylbenzene), C1CCOC1 (THF). Run at temperature -78 celsius, time 15 minute. Yields the product BrC=1C=NC(=NC1)C(C(=O)OCC)C (Ethyl 2-(5-bromopyrimidin-2-yl)propanoate). Yield: 79.0%. RXN SMILES: [Br:1][C:2]1[CH:3]=[N:4][C:5]([CH2:8][C:9]([O:11][CH2:12][CH3:13])=[O:10])=[N:6][CH:7]=1.[Li+].[CH3:15]C([N-]C(C)C)C.IC.O>C1COCC1.C1COCC1.CCCCCCC.C(C1C=CC=CC=1)C>[Br:1][C:2]1[CH:7]=[N:6][C:5]([CH:8]([CH3:15])[C:9]([O:11][CH2:12][CH3:13])=[O:10])=[N:4][CH:3]=1 |f:1.2,6.7.8|. Procedure details: Ethyl 2-(5-bromopyrimidin-2-yl)acetate (500 mg, 2.04 mmol) was dissolved in THF (8 mL) and the mixture was cooled to −78° C. under nitrogen. LDA in THF/heptane/ethylbenzene (2M, 1.25 mL) was added dropwise, then the mixture was stirred for 15 minutes. Iodomethane (0.22 mL, 3.53 mmol) was added, then the reaction mixture was warmed to room temperature and stirred for a further 2 h. Water (10 mL) was added and the mixture was extracted with ethyl acetate (20 mL). The aqueous layer was acidified to... The reactants are C1(=CC=CC=C1)CC#N (Phenylacetonitrile), C(=O)OC (methyl formate), [H-].[Na+] (NaH). Conditions: time 12 hour. Yields the product OC=C(C#N)C1=CC=CC=C1 (3-Hydroxy-2-phenylacrylonitrile). RXN SMILES: [C:1]1([CH2:7][C:8]#[N:9])[CH:6]=[CH:5][CH:4]=[CH:3][CH:2]=1.[CH:10](OC)=[O:11].[H-].[Na+]>>[OH:11][CH:10]=[C:7]([C:1]1[CH:6]=[CH:5][CH:4]=[CH:3][CH:2]=1)[C:8]#[N:9] |f:2.3|. Procedure: Phenylacetonitrile (10 g, 85.4 mmol) and methyl formate (67 ml) were dissolved in TIIF (250 ml) in a reaction vessel, and then NaH (2.6 g, 106.7 mmol) was added thereto at 0° C. The solution was stirred at room temperature for 12 hr. After completion of the reaction, the reaction mixture was washed with distilled water and acidified with 1 N HCl to adjust the pH to 5 or less. Thereafter, the resulting solution was extracted with dichloromethane. The organic layer was dried over anhydrous Na2SO4,... The reactants are C([O-])([O-])=O.[Na+].[Na+] (sodium carbonate), [O-]P(=O)([O-])OP(=O)([O-])OP(=O)([O-])[O-].[Na+].[Na+].[Na+].[Na+].[Na+] (sodium tripolyphosphate). Product: O.C([O-])([O-])=O.[Na+].[Na+] (sodium carbonate monohydrate), O.O.O.O.O.O.[O-]P(=O)([O-])OP(=O)([O-])OP(=O)([O-])[O-].[Na+].[Na+].[Na+].[Na+].[Na+] (sodium tripolyphosphate hexahydrate). RXN SMILES: [C:1](=[O:4])([O-:3])[O-:2].[Na+:5].[Na+].[O-:7][P:8]([O:11][P:12]([O:15][P:16]([O-:19])([O-:18])=[O:17])([O-:14])=[O:13])([O-:10])=[O:9].[Na+].[Na+].[Na+].[Na+].[Na+]>>[OH2:2].[C:1](=[O:2])([O-:4])[O-:3].[Na+:5].[Na+:5].[OH2:7].[OH2:2].[OH2:2].[OH2:2].[OH2:2].[OH2:2].[O-:19][P:16]([O:15][P:12]([O:11][P:8]([O-:10])([O-:9])=[O:7])([O-:14])=[O:13])([O-:18])=[O:17].[Na+:5].[Na+:5].[Na+:5].[Na+:5].[Na+:5] |f:0.1.2,3.4.5.6.7.8,9.10.11.12,13.14.15.16.17.18.19.20.21.22.23.24|. Procedure details: A process according to claim 1 wherein a mixture of sodium carbonate and sodium tripolyphosphate are agglomerated and hydrated to respectively form sodium carbonate monohydrate and sodium tripolyphosphate hexahydrate. Reaction SMILES: [CH3:1][CH:2]([O:5][C:6]1[CH:11]=[CH:10][C:9]([OH:12])=[CH:8][CH:7]=1)[CH2:3][CH3:4].[H-].[Na+].[H][H].Cl[CH2:18][N:19]1[C:23]([Cl:24])=[C:22]([Cl:25])[N:21]=[CH:20]1>CN(C)C=O>[CH3:1][CH:2]([O:5][C:6]1[CH:7]=[CH:8][C:9]([O:12][CH2:18][N:19]2[C:23]([Cl:24])=[C:22]([Cl:25])[N:21]=[CH:20]2)=[CH:10][CH:11]=1)[CH2:3][CH3:4] |f:1.2|. Isolated yield 45.4%. Conditions: temperature 60 celsius, time 30 minute. Reactants: ClCN1C=NC(=C1Cl)Cl (1-chloromethyl-4,5-dichloroimidazole), CC(CC)OC1=CC=C(C=C1)O (4-(1-methyl-1-propyloxy)-phenol), [H-].[Na+] (sodium hydride), [H][H] (hydrogen), ice water. Yields the product CC(CC)OC1=CC=C(OCN2C=NC(=C2Cl)Cl)C=C1 (1-[4-(1-methyl-1-propyloxy)-phenoxymethyl]-4,5-dichloroimidazole). The solvent is CN(C=O)C (dimethylformamide), CN(C=O)C (dimethylformamide), CN(C=O)C (dimethylformamide). Reported procedure: Under a nitrogen blanket and at room temperature (about 20° C.), 5.0 g of 4-(1-methyl-1-propyloxy)-phenol in 20 ml of anhydrous dimethylformamide is dripped into 0.79 g of 80% strength sodium hydride in 50 ml of anhydrous dimethylformamide. After the exothermic reaction has subsided (evolution of hydrogen), the mixture is stirred for a further 30 minutes at 60° C. Subsequently, 6.12 g of 1-chloromethyl-4,5-dichloroimidazole in 20 ml of anhydrous dimethylformamide is dripped in at room temperatur... The reactants are FC(C(=O)O)(F)F (trifluoroacetic acid), C(C)(C)(C)OC(=O)N1CC2(C(CN2C(=O)OCC2=CC=CC=C2)C)CCC1 (3-methyl-1,6-diazaspiro[3,5]nonane-1,6-dicarboxylic acid 1-benzyl ester 6-tert-butyl ester), [OH-].[Na+] (sodium hydroxide). Solvent: C(Cl)(Cl)Cl (chloroform). Reaction conditions: time 1 hour. Product: C(C1=CC=CC=C1)OC(=O)N1CC(C12CNCCC2)C (3-methyl-1,6-diazaspiro[3,5]nonane-1-carboxylic acid 1-benzyl ester). The yield is 189.0%. RXN SMILES: C(OC([N:8]1[CH2:27][CH2:26][CH2:25][C:10]2([N:13]([C:14]([O:16][CH2:17][C:18]3[CH:23]=[CH:22][CH:21]=[CH:20][CH:19]=3)=[O:15])[CH2:12][CH:11]2[CH3:24])[CH2:9]1)=O)(C)(C)C.FC(F)(F)C(O)=O.[OH-].[Na+]>C(Cl)(Cl)Cl>[CH2:17]([O:16][C:14]([N:13]1[C:10]2([CH2:25][CH2:26][CH2:27][NH:8][CH2:9]2)[CH:11]([CH3:24])[CH2:12]1)=[O:15])[C:18]1[CH:19]=[CH:20][CH:21]=[CH:22][CH:23]=1 |f:2.3|. Procedure details: To a solution of an optically-active compound of 3-methyl-1,6-diazaspiro[3,5]nonane-1,6-dicarboxylic acid 1-benzyl ester 6-tert-butyl ester (78 mg) in chloroform (2 ml) cooled to 4° C. was added trifluoroacetic acid (0.4 ml), and the mixture was warmed to room temperature and stirred for additional 1 hour. The reaction mixture was basified by the addition of 1M aqueous sodium hydroxide solution, and extracted with chloroform. The separated organic layer was washed with saturated aqueous sodium c...